This data is from the Open Reaction Database (ORD), a public repository of structured organic reaction records. The task is: describe an organic reaction: reactants, conditions, products, and yield Starting materials: CO, COC(=O)c1cc(OCc2ccccc2)c2c(c1)OC(C)(C)C2, [Na+], [OH-]. Yields the product CC1(C)Cc2c(OCc3ccccc3)cc(C(=O)O)cc2O1. Reaction SMILES: [CH3:26][OH:27].[CH3:3][O:4][C:5](=[O:6])[c:7]1[cH:8][c:9]2[c:10]([c:16]([O:18][CH2:19][c:20]3[cH:21][cH:22][cH:23][cH:24][cH:25]3)[cH:17]1)[CH2:11][C:12]([CH3:14])([CH3:15])[O:13]2.[Na+:2].[OH-:1]>>[O:4]=[C:5]([OH:6])[c:7]1[cH:8][c:9]2[c:10]([c:16]([O:18][CH2:19][c:20]3[cH:21][cH:22][cH:23][cH:24][cH:25]3)[cH:17]1)[CH2:11][C:12]([CH3:14])([CH3:15])[O:13]2.